The task is: describe an organic reaction: reactants, conditions, products, and yield. This data is from the Open Reaction Database (ORD), a public repository of structured organic reaction records. Reactants: C(=O)C=1C=NC=CC1 (3-formylpyridine), C[Si](CCS(=O)(=O)N)(C)C (2-(trimethylsilyl)ethanesulfonamide), C([O-])(O)=O.[Na+] (sodium bicarbonate). The reagents and catalysts are B(F)(F)F.CCOCC (boron trifluoride etherate). Run in C1(=CC=CC=C1)C (toluene). Yields the product N1=CC(=CC=C1)C=NS(=O)(=O)CC[Si](C)(C)C (2-trimethylsilyl-ethanesulfonic acid pyridin-3-ylmethyleneamide). Yield: 102.2%. RXN SMILES: [CH:1]([C:3]1[CH:4]=[N:5][CH:6]=[CH:7][CH:8]=1)=O.[CH3:9][Si:10]([CH3:18])([CH3:17])[CH2:11][CH2:12][S:13]([NH2:16])(=[O:15])=[O:14].C(=O)(O)[O-].[Na+]>C1(C)C=CC=CC=1.B(F)(F)F.CCOCC>[N:5]1[CH:6]=[CH:7][CH:8]=[C:3]([CH:1]=[N:16][S:13]([CH2:12][CH2:11][Si:10]([CH3:18])([CH3:17])[CH3:9])(=[O:15])=[O:14])[CH:4]=1 |f:2.3,5.6|. Reported procedure: To a solution of 3-formylpyridine (0.228 mL, 2.42 mmol) and 2-(trimethylsilyl)ethanesulfonamide (0.438 g, 2.42 mmol) in toluene (30 mL) was added boron trifluoride etherate (0.02 mL, 0.15 mmol) under Ar. The mixture was heated at reflux for 20 hours using a Dean-Stark trap. After cooling, 10% aqueous sodium bicarbonate was added, and the mixture was extracted with ethyl acetate. The combined organic extracts were washed with brine, dried (Na2SO4), filtered and concentrated to dryness to under re...